This data is from the Open Reaction Database (ORD), a public repository of structured organic reaction records. The task is: describe an organic reaction: reactants, conditions, products, and yield The reactants are C(C)(C)[C@]1(C[C@@H](CC1)NC(OC(C)(C)C)=O)C(=O)N1CCN(CC1)C=1C=NC=C(C1)C(F)(F)F (tert-Butyl [(1R,3S)-3-isopropyl-3-({4-[5-(trifluoromethyl)pyridin-3-yl]piperazin-1-yl}carbonyl)cyclopentyl]carbamate), solution, Cl (HCl). The solvent is O1CCOCC1 (1,4-dioxane). Product: C(C)(C)[C@]1(C[C@@H](CC1)N)C(=O)N1CCN(CC1)C=1C=NC=C(C1)C(F)(F)F ((1R,3S)-3-Isopropyl-3-({4-[5-(trifluoromethyl)pyridin-3-yl]piperazin-1-yl}carbonyl)cyclopentanamine). The yield is 65.0%. Reaction SMILES: [CH:1]([C@:4]1([C:17]([N:19]2[CH2:24][CH2:23][N:22]([C:25]3[CH:26]=[N:27][CH:28]=[C:29]([C:31]([F:34])([F:33])[F:32])[CH:30]=3)[CH2:21][CH2:20]2)=[O:18])[CH2:8][CH2:7][C@@H:6]([NH:9]C(=O)OC(C)(C)C)[CH2:5]1)([CH3:3])[CH3:2].Cl>O1CCOCC1>[CH:1]([C@:4]1([C:17]([N:19]2[CH2:24][CH2:23][N:22]([C:25]3[CH:26]=[N:27][CH:28]=[C:29]([C:31]([F:34])([F:32])[F:33])[CH:30]=3)[CH2:21][CH2:20]2)=[O:18])[CH2:8][CH2:7][C@@H:6]([NH2:9])[CH2:5]1)([CH3:3])[CH3:2]. Procedure: tert-Butyl [(1R,3S)-3-isopropyl-3-({4-[5-(trifluoromethyl)pyridin-3-yl]piperazin-1-yl}carbonyl)cyclopentyl]carbamate (190 mg, 0.14 mmol) was treated with a 4.0 M solution of HCl in 1,4-dioxane (5 mL) for 1 h at room temperature. The mixture was concentrated and purified by HPLC to provide 35 mg of desired product. MS calculated for C19H27F3N4O; (M+H) 385; found 385.1.